From a dataset of the Open Reaction Database (ORD), a public repository of structured organic reaction records. describe an organic reaction: reactants, conditions, products, and yield Starting materials: NCCN1CCC(CC1)C1=CN(C2=CC(=CC=C12)Cl)C1=CC=C(C=C1)F (3-[1-(2-aminoethyl)-4-piperidyl]-6-chloro-1-(4-fluorophenyl)-1H-indole), BrCC(OC)OC (2-bromo-1,1-dimethoxyethane), C([O-])([O-])=O.[K+].[K+] (potassium carbonate), [I-].[K+] (potassium iodide). Run in O1CCOCC1 (dioxan). The product is ClC1=CC=C2C(=CN(C2=C1)C1=CC=C(C=C1)F)C1CCN(CC1)CCNC(C)(OC)OC (6-chloro-3-[1-[N-(1,1-dimethoxyethyl)-aminoethyl]-4-piperidyl]-1-(4-fluorophenyl)-1H-indole). RXN SMILES: [NH2:1][CH2:2][CH2:3][N:4]1[CH2:9][CH2:8][CH:7]([C:10]2[C:18]3[C:13](=[CH:14][C:15]([Cl:19])=[CH:16][CH:17]=3)[N:12]([C:20]3[CH:25]=[CH:24][C:23]([F:26])=[CH:22][CH:21]=3)[CH:11]=2)[CH2:6][CH2:5]1.Br[CH2:28][CH:29]([O:32][CH3:33])[O:30][CH3:31].C(=O)([O-])[O-].[K+].[K+].[I-].[K+]>O1CCOCC1>[Cl:19][C:15]1[CH:14]=[C:13]2[C:18]([C:10]([CH:7]3[CH2:8][CH2:9][N:4]([CH2:3][CH2:2][NH:1][C:29]([O:32][CH3:33])([O:30][CH3:31])[CH3:28])[CH2:5][CH2:6]3)=[CH:11][N:12]2[C:20]2[CH:21]=[CH:22][C:23]([F:26])=[CH:24][CH:25]=2)=[CH:17][CH:16]=1 |f:2.3.4,5.6|. Procedure: To a solution of 3-[1-(2-aminoethyl)-4-piperidyl]-6-chloro-1-(4-fluorophenyl)-1H-indole 7b (11 g) in dioxan (100 ml) were added 2-bromo-1,1-dimethoxyethane (5.6 g), potassium carbonate (5 g) and a potassium iodide crystal. The mixture was refluxed for 16 hours. After cooling inorganic salts were filtered off and dioxan evaporated leaving crude 6-chloro-3-[1-[N-(1,1-dimethoxyethyl)-aminoethyl]-4-piperidyl]-1-(4-fluorophenyl)-1H-indole as an oil. The crude product was purified by column chromatogr... Starting materials: C[O-].[Na+] (NaOMe), Cl.NO (hydroxylamine hydrochloride), ClC1=CC=CC=2C(=COC21)CC#N (7-Chloro-3-benzofuranylacetonitrile). Solvent: CO (MeOH), CO (MeOH). Run at time 2 day. The product is ON=C(CC1=COC2=C1C=CC=C2Cl)N (N'-Hydroxy-(7-chloro-3-benzofuranyl)ethanimidamide). Isolated yield 73.1%. Reaction SMILES: [CH3:1][O-:2].[Na+].[ClH:4].[NH2:5][OH:6].Cl[C:8]1[C:16]2OC=[C:13]([CH2:17][C:18]#[N:19])[C:12]=2[CH:11]=[CH:10][CH:9]=1>CO>[OH:6][N:5]=[C:18]([NH2:19])[CH2:17][C:13]1[C:12]2[CH:16]=[CH:8][CH:9]=[C:10]([Cl:4])[C:11]=2[O:2][CH:1]=1 |f:0.1,2.3|. Procedure details: A stirred mixture of NaOMe (25 wt % in MeOH, 11.3 mL, 0.0493 mol), MeOH (40 mL), and hydroxylamine hydrochloride (3.4 g, 0.0493 mol) was heated under reflux for 1 hour. 7-Chloro-3-benzofuranylacetonitrile (6.3 g, 0.0329 mol) and MeOH (15 mL) were added and heating was continued for 2 days. The mixture was concentrated, suspended in H2O, and filtered. The solid was triturated with ether to give the product (5.4 g, 73%) as a tan solid, m.p. 142°-145° C. The reactants are CC1=C(C=2C(CCC(C2C=C1C)(C)C)(C)C)CO (5,6,7,8-tetrahydro-2,3,5,5,8,8-hexamethyl-1-naphthalenemethanol), C=1C=C[NH+]=CC1.[O-][Cr](=O)(=O)Cl (PCC). The product is CC1=C(C=2C(CCC(C2C=C1C)(C)C)(C)C)C=O (5,6,7,8-tetrahydro-2,3,5,5,8,8-hexamethyl-1-naphthalenecarbaldehyde). Yield: 61.0%. As a reaction SMILES: [CH3:1][C:2]1[C:11]([CH3:12])=[CH:10][C:9]2[C:8]([CH3:14])([CH3:13])[CH2:7][CH2:6][C:5]([CH3:16])([CH3:15])[C:4]=2[C:3]=1[CH2:17][OH:18].C1C=C[NH+]=CC=1.[O-][Cr](Cl)(=O)=O>>[CH3:1][C:2]1[C:11]([CH3:12])=[CH:10][C:9]2[C:8]([CH3:13])([CH3:14])[CH2:7][CH2:6][C:5]([CH3:16])([CH3:15])[C:4]=2[C:3]=1[CH:17]=[O:18] |f:1.2|. Reported procedure: Treatment of 5,6,7,8-tetrahydro-2,3,5,5,8,8-hexamethyl-1-naphthalenemethanol (1.30 g) with PCC, in an analogous way to that described above, afforded 456.0 m cg of 5,6,7,8-tetrahydro-2,3,5,5,8,8-hexamethyl-1-naphthalenecarbaldehyde (M.p. 74°-80°) and mother liquors (476.0 g, 80% pure), with an estimated yield of 61%. The analytical data from this product is also described hereinafter. Reactants: C=CC#N, CC(C)(C)[O-], O=c1[nH]nc2ccc(Cl)nn12, [K+], CN(C)C=O, O. The product is N#CCCn1nc2ccc(Cl)nn2c1=O. As a reaction SMILES: [CH2:18]=[CH:19][C:20]#[N:21].[CH3:12][C:13]([CH3:14])([O-:15])[CH3:16].[Cl:1][c:2]1[cH:3][cH:4][c:5]2[n:6]([n:7]1)[c:8](=[O:11])[nH:9][n:10]2.[K+:17].[O:23]=[CH:24][N:25]([CH3:26])[CH3:27].[OH2:22]>>[Cl:1][c:2]1[cH:3][cH:4][c:5]2[n:6]([n:7]1)[c:8](=[O:11])[n:9]([CH2:18][CH2:19][C:20]#[N:21])[n:10]2. Reactants: C(C)(C)(C)OC(=O)N1C[C@@H](CCC1)C1=NC2=C(N1CCCOC)C=CC=C2Cl ((R)-tert-Butyl3-(4-chloro-1-(3-methoxypropyl)-1H-benzo[d]imidazol-2-yl)piperidine-1-carboxylate), FC(C(=O)O)(F)F (trifluoroacetic acid), resultant solution. Run in ClCCl (Dichloromethane). Product: ClC1=CC=CC=2N(C(=NC21)[C@H]2CNCCC2)CCCOC ((R)-4-chloro-1-(3-methoxypropyl)-2-(piperidin-3-yl)-1H-benzo[d]imidazole). As a reaction SMILES: C(OC([N:8]1[CH2:13][CH2:12][CH2:11][C@@H:10]([C:14]2[N:18]([CH2:19][CH2:20][CH2:21][O:22][CH3:23])[C:17]3[CH:24]=[CH:25][CH:26]=[C:27]([Cl:28])[C:16]=3[N:15]=2)[CH2:9]1)=O)(C)(C)C.FC(F)(F)C(O)=O>ClCCl>[Cl:28][C:27]1[C:16]2[N:15]=[C:14]([C@@H:10]3[CH2:11][CH2:12][CH2:13][NH:8][CH2:9]3)[N:18]([CH2:19][CH2:20][CH2:21][O:22][CH3:23])[C:17]=2[CH:24]=[CH:25][CH:26]=1. Reported procedure: (R)-tert-Butyl3-(4-chloro-1-(3-methoxypropyl)-1H-benzo[d]imidazol-2-yl)piperidine-1-carboxylate (0.245 mmol, 0.100 g) was added to a 10 mL round-bottomed flask equipped for stirring under nitrogen. Dichloromethane (1 mL) and trifluoroacetic acid (1 mL) were then added and the resultant solution was allowed to stir under nitrogen for 4 hr. The reaction was then concentrated and dried in-vacuo affording (R)-4-chloro-1-(3-methoxypropyl)-2-(piperidin-3-yl)-1H-benzo[d]imidazole (48A) as a light brown... Reactants: Cn1c(=O)c2c(ncn2CCCCl)n(C)c1=O, [Na+], [OH-], c1ccc(SCCCN2CCNCC2)cc1. The product is Cn1c(=O)c2c(ncn2CCCN2CCN(CCCSc3ccccc3)CC2)n(C)c1=O. Reaction SMILES: [Cl:1][CH2:2][CH2:3][CH2:4][n:5]1[cH:6][n:7][c:8]2[n:9]([CH3:17])[c:10](=[O:16])[n:11]([CH3:12])[c:13](=[O:15])[c:14]12.[Na+:35].[OH-:34].[c:18]1([S:24][CH2:25][CH2:26][CH2:27][N:28]2[CH2:29][CH2:30][NH:31][CH2:32][CH2:33]2)[cH:19][cH:20][cH:21][cH:22][cH:23]1>>[CH2:2]([CH2:3][CH2:4][n:5]1[cH:6][n:7][c:8]2[n:9]([CH3:17])[c:10](=[O:16])[n:11]([CH3:12])[c:13](=[O:15])[c:14]12)[N:31]1[CH2:30][CH2:29][N:28]([CH2:27][CH2:26][CH2:25][S:24][c:18]2[cH:19][cH:20][cH:21][cH:22][cH:23]2)[CH2:33][CH2:32]1.